This data is from the Open Reaction Database (ORD), a public repository of structured organic reaction records. The task is: describe an organic reaction: reactants, conditions, products, and yield The reactants are CCO, Cl, O, CC(=O)Oc1ccccc1C(=O)NC(Oc1ccc2ccccc2c1)C(Cl)(Cl)Cl. Yields the product O=C(NC(Oc1ccc2ccccc2c1)C(Cl)(Cl)Cl)c1ccccc1O. RXN SMILES: [CH3:1][CH2:2][OH:3].[ClH:4].[OH2:34].[cH:5]1[c:6]([O:15][CH:16]([C:17]([Cl:18])([Cl:19])[Cl:20])[NH:21][C:22]([c:23]2[c:24]([O:29][C:30](=[O:31])[CH3:32])[cH:25][cH:26][cH:27][cH:28]2)=[O:33])[cH:7][cH:8][c:9]2[cH:10][cH:11][cH:12][cH:13][c:14]12>>[cH:5]1[c:6]([O:15][CH:16]([C:17]([Cl:18])([Cl:19])[Cl:20])[NH:21][C:22]([c:23]2[c:24]([OH:29])[cH:25][cH:26][cH:27][cH:28]2)=[O:33])[cH:7][cH:8][c:9]2[cH:10][cH:11][cH:12][cH:13][c:14]12. Reactants: O=C(n1ccnc1)n1ccnc1, CNc1cc(OC)c(C(=O)O)cc1Cl, NC1C2CCN(CC2)C1CN1CCCC1, C1CCOC1. Product: CNc1cc(OC)c(C(=O)NC2C3CCN(CC3)C2CN2CCCC2)cc1Cl. Reaction SMILES: [C:15]([n:16]1[cH:17][cH:18][n:19][cH:20]1)([n:21]1[cH:22][cH:23][n:24][cH:25]1)=[O:26].[Cl:1][c:2]1[c:3]([NH:13][CH3:14])[cH:4][c:5]([O:11][CH3:12])[c:6]([C:7](=[O:8])[OH:9])[cH:10]1.[N:27]1([CH2:32][CH:33]2[N:34]3[CH2:35][CH2:36][CH:37]([CH:38]2[NH2:39])[CH2:40][CH2:41]3)[CH2:28][CH2:29][CH2:30][CH2:31]1.[O:42]1[CH2:43][CH2:44][CH2:45][CH2:46]1>>[Cl:1][c:2]1[c:3]([NH:13][CH3:14])[cH:4][c:5]([O:11][CH3:12])[c:6]([C:7](=[O:9])[NH:39][CH:38]2[CH:33]([CH2:32][N:27]3[CH2:28][CH2:29][CH2:30][CH2:31]3)[N:34]3[CH2:35][CH2:36][CH:37]2[CH2:40][CH2:41]3)[cH:10]1. Reactants: CCN(C(C)C)C(C)C (DIPEA), ClC1=NC(=C2N=CN(C2=N1)[C@H]1[C@@H]([C@@H]([C@H](C1)NC(CC)=O)O)O)Cl (N-[(1S,2R,3S,4R)-4-(2,6-dichloro-purin-9-yl)-2,3-dihydroxy-cyclopentyl]-propionamide), C1(=CC=CC=C1)C(CN)C1=CC=CC=C1 (2,2-diphenylethylamine). Run in C1CCOC1 (THF). Reaction conditions: temperature 50 celsius, time 2 hour. Yields the product ClC1=NC(=C2N=CN(C2=N1)[C@H]1[C@@H]([C@@H]([C@H](C1)NC(CC)=O)O)O)NCC(C1=CC=CC=C1)C1=CC=CC=C1 (N-{(1S,2R,3S,4R)-4-[2-Chloro-6-(2,2-diphenyl-ethylamino)-purin-9-yl]-2,3-dihydroxy-cyclopentyl}-propionamide). Reaction SMILES: [Cl:1][C:2]1[N:10]=[C:9]2[C:5]([N:6]=[CH:7][N:8]2[C@@H:11]2[CH2:15][C@H:14]([NH:16][C:17](=[O:20])[CH2:18][CH3:19])[C@@H:13]([OH:21])[C@H:12]2[OH:22])=[C:4](Cl)[N:3]=1.CCN(C(C)C)C(C)C.[C:33]1([CH:39]([C:42]2[CH:47]=[CH:46][CH:45]=[CH:44][CH:43]=2)[CH2:40][NH2:41])[CH:38]=[CH:37][CH:36]=[CH:35][CH:34]=1>C1COCC1>[Cl:1][C:2]1[N:10]=[C:9]2[C:5]([N:6]=[CH:7][N:8]2[C@@H:11]2[CH2:15][C@H:14]([NH:16][C:17](=[O:20])[CH2:18][CH3:19])[C@@H:13]([OH:21])[C@H:12]2[OH:22])=[C:4]([NH:41][CH2:40][CH:39]([C:33]2[CH:38]=[CH:37][CH:36]=[CH:35][CH:34]=2)[C:42]2[CH:47]=[CH:46][CH:45]=[CH:44][CH:43]=2)[N:3]=1. Procedure: N-[(1S,2R,3S,4R)-4-(2,6-dichloro-purin-9-yl)-2,3-dihydroxy-cyclopentyl]-propionamide (160 mg, 0.44 mmol) is dissolved in THF (5 mL) under an atmosphere of argon. DIPEA (69 mg, 0.53 mmol) is added followed by 2,2-diphenylethylamine (96 mg, 0.49 mmol) and the reaction mixture is stirred at 50° C. The reaction is shown to be complete by LCMS after 2 hours. The solvent is removed in vacuo and the title compound is obtained after purification by reverse phase column chromatography (Isolute™ C18, 0-10... The reactants are NC=1C=C(C=C(C1)N)[N+](=O)[O-] (3,5-diaminonitrobenzene), CS(=O)(=O)Cl (methanesulfonyl chloride), Cl (hydrochloric acid). The solvent is N1=CC=CC=C1 (pyridine). The product is CS(=O)(=O)NC=1C=C(C=C(C1)NS(=O)(=O)C)[N+](=O)[O-] (3,5-bis-methylsulfonamidonitrobenzene). Reaction SMILES: [NH2:1][C:2]1[CH:3]=[C:4]([N+:9]([O-:11])=[O:10])[CH:5]=[C:6]([NH2:8])[CH:7]=1.[CH3:12][S:13](Cl)(=[O:15])=[O:14].Cl>N1C=CC=CC=1>[CH3:12][S:13]([NH:1][C:2]1[CH:3]=[C:4]([N+:9]([O-:11])=[O:10])[CH:5]=[C:6]([NH:8][S:13]([CH3:12])(=[O:15])=[O:14])[CH:7]=1)(=[O:15])=[O:14]. Reported procedure: To a solution of 1.5 g. (0.01 mol) of 3,5-diaminonitrobenzene in 3 ml. of pyridine cooled to 5° C. was added 1.6 ml. (0.02 mol) of methanesulfonyl chloride, dropwise, and the mixture was stirred for 90 minutes at room temperature. The reaction mixture was decomposed by adding dilute hydrochloric acid and ice. The solid was filtered, washed with water and dried to give 3,5-bis-methylsulfonamidonitrobenzene, m.p. 223°-224° C. Starting materials: c1ccc(CC2CN(Cc3ccccc3)CCN2)cc1, CO, [H][H], [OH-], [OH-], [Pd+2]. Product: c1ccc(CC2CNCCN2)cc1. As a reaction SMILES: [CH2:1]([c:2]1[cH:3][cH:4][cH:5][cH:6][cH:7]1)[N:8]1[CH2:9][CH:10]([CH2:14][c:15]2[cH:16][cH:17][cH:18][cH:19][cH:20]2)[NH:11][CH2:12][CH2:13]1.[CH3:23][OH:24].[H:21][H:22].[OH-:25].[OH-:27].[Pd+2:26]>>[NH:8]1[CH2:9][CH:10]([CH2:14][c:15]2[cH:16][cH:17][cH:18][cH:19][cH:20]2)[NH:11][CH2:12][CH2:13]1.